From a dataset of the Open Reaction Database (ORD), a public repository of structured organic reaction records. describe an organic reaction: reactants, conditions, products, and yield Starting materials: BrCCCCCCCCCCBr, O=C1NC(=O)c2ccccc21, CN(C)C=O, [K]. Product: O=C1c2ccccc2C(=O)N1CCCCCCCCCCBr. RXN SMILES: [Br:1][CH2:2][CH2:3][CH2:4][CH2:5][CH2:6][CH2:7][CH2:8][CH2:9][CH2:10][CH2:11][Br:12].[C:13]1(=[O:23])[NH:14][C:15](=[O:22])[c:16]2[cH:17][cH:18][cH:19][cH:20][c:21]21.[CH3:25][N:26]([CH3:27])[CH:28]=[O:29].[K:24]>>[CH2:2]([CH2:3][CH2:4][CH2:5][CH2:6][CH2:7][CH2:8][CH2:9][CH2:10][CH2:11][Br:12])[N:14]1[C:13](=[O:23])[c:21]2[c:16]([cH:17][cH:18][cH:19][cH:20]2)[C:15]1=[O:22]. Reactants: OCC[NH-] (2-hydroxyethylamide), methyl ester, C(C)(=O)C1=CC(=C(C(=C1)C)O)C (4-acetyl-2,6-dimethylphenol), [S] (sulfur), N1CCOCC1 (morpholine). The product is OC1=C(C=C(C=C1C)CC(=O)O)C (2-(4-Hydroxy-3,5-dimethylphenyl)acetic acid). As a reaction SMILES: C([C:4]1[CH:9]=[C:8]([CH3:10])[C:7]([OH:11])=[C:6]([CH3:12])[CH:5]=1)(=O)C.[S].N1[CH2:19][CH2:18][O:17]CC1.[OH:20]CC[NH-]>>[OH:11][C:7]1[C:8]([CH3:10])=[CH:9][C:4]([CH2:19][C:18]([OH:17])=[O:20])=[CH:5][C:6]=1[CH3:12] |^3:12|. Procedure: 2-(4-Hydroxy-3,5-dimethylphenyl)acetic acid is prepared in a known way (cf. J. Org. Chem. 11, 798 (1946)) from 4-acetyl-2,6-dimethylphenol, sulfur, and morpholine (Willgeroth-Kindler Reaction) and has a melting point of 147° C. The acid is converted into the 2-hydroxyethylamide (yellow-brown oil) through the methyl ester (melting point 95° C.) by the method of Example 1.1. Reactants: Cl (HCl), C(C)(C)[N-]C(C)C.[Li+] (lithium diisopropylamide), [Li]CCCC (n-BuLi), C(C)(C)NC(C)C (diisopropylamine), CC1=CC=NO1 (5-methylisoxazole), NOC1=CCCCC1 (1-aza-2-methoxy-1-cyclohexene), Cl (HCl). The solvent is CO (methanol), CO (MeOH), C1CCOC1 (THF). Conditions: time 20 hour. Product: Cl.NC1=CC(C=C2CCCCN12)=O (4-Amino-6,7,8,9-tetrahydroquinolizin-2-one Monohydrochloride). The yield is 29.0%. As a reaction SMILES: [CH:1]([N-:4][CH:5]([CH3:7])[CH3:6])([CH3:3])C.[Li+].[Li][CH2:10]CCC.C(NC(C)C)(C)C.C[C:22]1[O:26][N:25]=[CH:24][CH:23]=1.NOC1CCCCC=1.[ClH:35]>C1COCC1.CO>[ClH:35].[NH2:25][C:24]1[N:4]2[C:5]([CH2:6][CH2:10][CH2:3][CH2:1]2)=[CH:7][C:22](=[O:26])[CH:23]=1 |f:0.1,9.10|. Reported procedure: To a solution of lithium diisopropylamide (LDA), prepared from n-BuLi (64.5 ml, 0.1M) and diisopropylamine (10.1 g, 14 ml, 0.1M) in dry THF (100 ml) was added under N2 at -10° C. 5-methylisoxazole (4.2 g, 4.1 ml, 0.05M). The resultant yellow suspension was stirred (mechanical stirrer) at -10° C. for 1 hr before 1-aza-2-methoxy-1-cyclohexene (5.6 g, 0.05M) was added dropwise. A light yellow precipitate was immediately formed. The mixture was allowed to warm to ambient over a period of 20 hr. MeOH... Reactants: C(C)(C)(C)NC1=NC2=C(C=CC=C2C(N1C)=O)I (2-(tert-butylamino)-8-iodo-3-methylquinazolin-4(3H)-one), COCC1NC(C2=C1NC(=C2)B2OC(C(O2)(C)C)(C)C)=O (6-(methoxymethyl)-2-(4,4,5,5-tetramethyl-1,3,2-dioxaborolan-2-yl)-5,6-dihydropyrrolo[3,4-b]pyrrol-4(1H)-one), CC(C)C1=CC(=C(C(=C1)C(C)C)C2=C(C=CC=C2)P(C3CCCCC3)C4CCCCC4)C(C)C (X-Phos), [O-]P(=O)([O-])[O-].[K+].[K+].[K+] (K3PO4). Reagents/catalysts: CC(C)C1=CC(=C(C(=C1)C(C)C)C2=CC=CC=C2P(C3CCCCC3)C4CCCCC4)C(C)C.C1=CC=C([C-]=C1)CCN.Cl[Pd+] (XPhos precatalyst). Conditions: temperature 45 celsius. Product: C(C)(C)(C)NC1=NC2=C(C=CC=C2C(N1C)=O)C1=CC2=C(N1)C(NC2=O)COC (rac-2-(tert-butylamino)-8-(6-(methoxymethyl)-4-oxo-1,4,5,6-tetrahydropyrrolo[3,4-b]pyrrol-2-yl)-3-methylquinazolin-4(3H)-one). The yield is 46.1%. Reaction SMILES: [C:1]([NH:5][C:6]1[N:15]([CH3:16])[C:14](=[O:17])[C:13]2[C:8](=[C:9](I)[CH:10]=[CH:11][CH:12]=2)[N:7]=1)([CH3:4])([CH3:3])[CH3:2].[CH3:19][O:20][CH2:21][CH:22]1[C:26]2[NH:27][C:28](B3OC(C)(C)C(C)(C)O3)=[CH:29][C:25]=2[C:24](=[O:39])[NH:23]1.CC(C1C=C(C(C)C)C(C2C=CC=CC=2P(C2CCCCC2)C2CCCCC2)=C(C(C)C)C=1)C.[O-]P([O-])([O-])=O.[K+].[K+].[K+]>CC(C1C=C(C(C)C)C(C2C(P(C3CCCCC3)C3CCCCC3)=CC=CC=2)=C(C(C)C)C=1)C.C1C=[C-]C(CCN)=CC=1.Cl[Pd+]>[C:1]([NH:5][C:6]1[N:15]([CH3:16])[C:14](=[O:17])[C:13]2[C:8](=[C:9]([C:28]3[NH:27][C:26]4[CH:22]([CH2:21][O:20][CH3:19])[NH:23][C:24](=[O:39])[C:25]=4[CH:29]=3)[CH:10]=[CH:11][CH:12]=2)[N:7]=1)([CH3:4])([CH3:3])[CH3:2] |f:3.4.5.6,7.8.9|. Reported procedure: A microwave tube was charged with 2-(tert-butylamino)-8-iodo-3-methylquinazolin-4(3H)-one (701; 316 mg, 0.89 mmol), 6-(methoxymethyl)-2-(4,4,5,5-tetramethyl-1,3,2-dioxaborolan-2-yl)-5,6-dihydropyrrolo[3,4-b]pyrrol-4(1H)-one (485b, 323 mg, 1.11 mmol), X-Phos precatalyst II (Sigma-Aldrich; 35 mg, 0.044 mmol) and K3PO4 (563 mg, 2.65 mmol). The tube was sealed and purged with argon for 5 minutes. 1,4-dioxane (2.6 mL) and water (0.65 mL) were added and Ar (g) was bubbled through the mixture for 5 min... Starting materials: CS(=O)CC(C1=C(C=CC=C1)C(F)(F)F)NC(OC(C)(C)C)=O (tert-Butyl {2-(methylsulphinyl)-1-[2-(trifluoromethyl)phenyl]ethyl}carbamate), C1(=CC=CC=C1)P(C1=CC=CC=C1)C1=CC=CC=C1 (triphenylphosphine). Run in ClC(Cl)(Cl)Cl (tetrachloromethane). Reaction conditions: time 8 hour. The product is CSCC(C1=C(C=CC=C1)C(F)(F)F)NC(OC(C)(C)C)=O (tert-Butyl {2-(methylsulphanyl)-1-[2-(trifluoromethyl)phenyl]ethyl}carbamate). As a reaction SMILES: [CH3:1][S:2]([CH2:4][CH:5]([NH:16][C:17](=[O:23])[O:18][C:19]([CH3:22])([CH3:21])[CH3:20])[C:6]1[CH:11]=[CH:10][CH:9]=[CH:8][C:7]=1[C:12]([F:15])([F:14])[F:13])=O.C1(P(C2C=CC=CC=2)C2C=CC=CC=2)C=CC=CC=1>ClC(Cl)(Cl)Cl>[CH3:1][S:2][CH2:4][CH:5]([NH:16][C:17](=[O:23])[O:18][C:19]([CH3:21])([CH3:20])[CH3:22])[C:6]1[CH:11]=[CH:10][CH:9]=[CH:8][C:7]=1[C:12]([F:15])([F:14])[F:13]. Reported procedure: Of the compound from Example 108A, 400 mg (1.14 mmol), and 567 mg (2.16 mmol) of triphenylphosphine, were dissolved in 14 ml of tetrachloromethane. The reaction mixture was stirred overnight at reflux temperature and then freed from the solvent on a rotary evaporator. The residue was purified by preparative HPLC [Method 20]. The product fraction was freed from the solvent on a rotary evaporator. Drying in an HV gave 340 mg (85% of theory) of the title compound. Reactants: [OH-].[Na+] (sodium hydroxide), ester, C1(=CC=CC=C1)C (toluene), NC=1C=C(/C=C/C=2SC=C(N2)CCC)C=CC1 (2-(trans-3-aminostyryl)-4-propylthiazole), BrCCCC(=O)OCC (ethyl 4-bromobutyrate). The solvent is C(C)O (ethanol), C(C)N(CC)CC (triethylamine), C(C)O (ethanol). Run at time 21 hour. Yields the product C(=O)(O)CCCNC=1C=C(/C=C/C=2SC=C(N2)CCC)C=CC1 (2-[trans-3-(3-carboxypropylamino) styryl]-4-propylthiazole). Yield: 63.5%. Reaction SMILES: C1(C)C=CC=CC=1.[NH2:8][C:9]1[CH:10]=[C:11]([CH:22]=[CH:23][CH:24]=1)/[CH:12]=[CH:13]/[C:14]1[S:15][CH:16]=[C:17]([CH2:19][CH2:20][CH3:21])[N:18]=1.Br[CH2:26][CH2:27][CH2:28][C:29]([O:31]CC)=[O:30].[OH-].[Na+]>C(O)C.C(N(CC)CC)C>[C:29]([CH2:28][CH2:27][CH2:26][NH:8][C:9]1[CH:10]=[C:11]([CH:22]=[CH:23][CH:24]=1)/[CH:12]=[CH:13]/[C:14]1[S:15][CH:16]=[C:17]([CH2:19][CH2:20][CH3:21])[N:18]=1)([OH:31])=[O:30] |f:3.4|. Reported procedure: To 20 ml of toluene were added 732 mg of 2-(trans-3-aminostyryl)-4-propylthiazole, 1170 mg of ethyl 4-bromobutyrate and 606 mg of triethylamine, and the reaction was carried out at 100° C. for 21 hours. After the reaction mixture was cooled to room temperature, 10 ml of ethanol and 10 ml of an aqueous 5% sodium hydroxide solution were added and the mixture was stirred at room temperature for 1.5 hours to effect hydrolysis of the ester. After completion of the reaction, ethanol was evaporated und... The reactants are C(C)(=O)C1=CC=NC=C1 (4-acetylpyridine), ice water, [I-].C[S+](C)C (Trimethylsulfonium iodide), [H-].[Na+] (NaH). Solvent: CS(=O)C (DMSO), CN(C)C=O (DMF). Run at time 5 minute. Yields the product CC1(OC1)C1=CC=NC=C1 (4-(2-methyloxiran-2-yl)pyridine). RXN SMILES: [I-].[CH3:2][S+](C)C.[H-].[Na+].[C:8]([C:11]1[CH:16]=[CH:15][N:14]=[CH:13][CH:12]=1)(=[O:10])[CH3:9]>CN(C=O)C.CS(C)=O>[CH3:9][C:8]1([C:11]2[CH:16]=[CH:15][N:14]=[CH:13][CH:12]=2)[CH2:2][O:10]1 |f:0.1,2.3|. Reported procedure: Trimethylsulfonium iodide (43.8 g, 210 mmol) was dissolved in 100 mL DMF and NaH (19.8 g, 495 mmol) was added. The reaction mixture was stirred for 5 min. and a solution of 4-acetylpyridine (20 g, 165 mmol) in 20 mL DMSO was added dropwise at RT. After the addition was complete, reaction mixture was stirred at RT for 2 h after which it was poured into ice water. The product was extracted with EtOAc, organic layer was washed with water, dried over sodium sulfate and concentrated under reduced pre...